This data is from the Open Reaction Database (ORD), a public repository of structured organic reaction records. The task is: describe an organic reaction: reactants, conditions, products, and yield Starting materials: CCCCCCCC(Sc1cccc[n+]1[O-])c1cc(C)ccc1C, CC#N, CO, [Na+], [OH-], OO. The product is CCCCCCCC(c1cc(C)ccc1C)S(=O)(=O)c1cccc[n+]1[O-]. Reaction SMILES: [CH3:1][c:2]1[c:3]([CH:9]([CH2:10][CH2:11][CH2:12][CH2:13][CH2:14][CH2:15][CH3:16])[S:17][c:18]2[n+:19]([O-:24])[cH:20][cH:21][cH:22][cH:23]2)[cH:4][c:5]([CH3:8])[cH:6][cH:7]1.[CH3:25][C:26]#[N:27].[CH3:32][OH:33].[Na+:29].[OH-:28].[OH:30][OH:31]>>[CH3:1][c:2]1[c:3]([CH:9]([CH2:10][CH2:11][CH2:12][CH2:13][CH2:14][CH2:15][CH3:16])[S:17]([c:18]2[n+:19]([O-:24])[cH:20][cH:21][cH:22][cH:23]2)(=[O:28])=[O:30])[cH:4][c:5]([CH3:8])[cH:6][cH:7]1. Starting materials: C(C1=CC=CC=C1)OC1=NN2C(C(N(CC2)C2=NC(=CC=C2)Br)=O)=C1 (2-(benzyloxy)-5-(6-bromopyridin-2-yl)-6,7-dihydropyrazolo[1,5-a]pyrazin-4(5H)-one), C1(CC1)B(O)O (cyclopropylboronic acid), C(=O)([O-])[O-].[K+].[K+] (K2CO3). Reagents/catalysts: C=1C=CC(=CC1)[P](C=2C=CC=CC2)(C=3C=CC=CC3)[Pd]([P](C=4C=CC=CC4)(C=5C=CC=CC5)C=6C=CC=CC6)([P](C=7C=CC=CC7)(C=8C=CC=CC8)C=9C=CC=CC9)[P](C=1C=CC=CC1)(C=1C=CC=CC1)C=1C=CC=CC1 (Tetrakis(triphenylphosphine)palladium). Solvent: O1CCOCC1 (1,4-dioxane), CN(C)C=O (DMF), O (water). Reaction conditions: temperature 150 celsius, time 15 minute. Product: C(C1=CC=CC=C1)OC1=NN2C(C(N(CC2)C2=NC(=CC=C2)C2CC2)=O)=C1 (2-(benzyloxy)-5-(6-cyclopropylpyridin-2-yl)-6,7-dihydropyrazolo[1,5-a]pyrazin-4(5H)-one). The yield is 45.5%. Reaction SMILES: [CH2:1]([O:8][C:9]1[CH:25]=[C:12]2[C:13](=[O:24])[N:14]([C:17]3[CH:22]=[CH:21][CH:20]=[C:19](Br)[N:18]=3)[CH2:15][CH2:16][N:11]2[N:10]=1)[C:2]1[CH:7]=[CH:6][CH:5]=[CH:4][CH:3]=1.[CH:26]1(B(O)O)[CH2:28][CH2:27]1.C([O-])([O-])=O.[K+].[K+]>O1CCOCC1.CN(C=O)C.O.C1C=CC([P]([Pd]([P](C2C=CC=CC=2)(C2C=CC=CC=2)C2C=CC=CC=2)([P](C2C=CC=CC=2)(C2C=CC=CC=2)C2C=CC=CC=2)[P](C2C=CC=CC=2)(C2C=CC=CC=2)C2C=CC=CC=2)(C2C=CC=CC=2)C2C=CC=CC=2)=CC=1>[CH2:1]([O:8][C:9]1[CH:25]=[C:12]2[C:13](=[O:24])[N:14]([C:17]3[CH:22]=[CH:21][CH:20]=[C:19]([CH:26]4[CH2:28][CH2:27]4)[N:18]=3)[CH2:15][CH2:16][N:11]2[N:10]=1)[C:2]1[CH:7]=[CH:6][CH:5]=[CH:4][CH:3]=1 |f:2.3.4,^1:53,55,74,93|. Procedure: Tetrakis(triphenylphosphine)palladium (0) (14.5 mg, 0.013 mmol) was added to a stirred suspension of 2-(benzyloxy)-5-(6-bromopyridin-2-yl)-6,7-dihydropyrazolo[1,5-a]pyrazin-4(5H)-one (0.1 g, 0.25 mmol), cyclopropylboronic acid (0.043 g, 0.5 mmol) and K2CO3 (0.104 g, 0.013 mmol) in a mixture of 1,4-dioxane (1 mL) and DMF (1 mL). The mixture was stirred at 150° C. for 15 minutes under microwave irradiation. The mixture was diluted with water and extracted with AcOEt. The organic layer was separate... The reactants are BrC/C=C/C(=O)O ((2E)-4-Bromobut-2-enoic acid), Cl.O1CCNCCC1 (1,4-oxazepane hydrochloride), ClC=1C=C(C=CC1Cl)NC1=C2C(=NC=C1C#N)SC=1CNCCC12 (4-[(3,4-dichlorophenyl)amino]-5,6,7,8-tetrahydrothieno[2,3-b:5,4-c′]dipyridine-3-carbonitrile), CCN(C(C)C)C(C)C (DIPEA), CCN=C=NCCCN(C)C (EDCI), CCN(C(C)C)C(C)C (DIPEA). The solvent is C(Cl)Cl (DCM), O (water). Conditions: time 2 hour. The product is ClC=1C=C(C=CC1Cl)NC1=C2C(=NC=C1C#N)SC=1CN(CCC12)C(\C=C\CN1CCOCCC1)=O (4-[(3,4-Dichlorophenyl)amino]-7-[(2E)-4-(1,4-oxazepan-4-yl)but-2-enoyl]-5,6,7,8-tetrahydrothieno[2,3-b:5,4-c′]dipyridine-3-carbonitrile). Isolated yield 16.7%. As a reaction SMILES: Br[CH2:2]/[CH:3]=[CH:4]/[C:5]([OH:7])=O.Cl.[O:9]1[CH2:15][CH2:14][CH2:13][NH:12][CH2:11][CH2:10]1.CCN(C(C)C)C(C)C.[Cl:25][C:26]1[CH:27]=[C:28]([NH:33][C:34]2[C:39]([C:40]#[N:41])=[CH:38][N:37]=[C:36]3[S:42][C:43]4[CH2:44][NH:45][CH2:46][CH2:47][C:48]=4[C:35]=23)[CH:29]=[CH:30][C:31]=1[Cl:32].CCN=C=NCCCN(C)C>C(Cl)Cl.O>[Cl:25][C:26]1[CH:27]=[C:28]([NH:33][C:34]2[C:39]([C:40]#[N:41])=[CH:38][N:37]=[C:36]3[S:42][C:43]4[CH2:44][N:45]([C:5](=[O:7])/[CH:4]=[CH:3]/[CH2:2][N:12]5[CH2:13][CH2:14][CH2:15][O:9][CH2:10][CH2:11]5)[CH2:46][CH2:47][C:48]=4[C:35]=23)[CH:29]=[CH:30][C:31]=1[Cl:32] |f:1.2|. Procedure details: (2E)-4-Bromobut-2-enoic acid (53 mg, 0.32 mmol) and 1,4-oxazepane hydrochloride (48 mg, 0.34 mmol) were dissolved in DCM (2.0 mL), and DIPEA (96 mg, 0.75 mmol) was added. The mixture was stirred at rt for 2 h. Subsequently, 4-[(3,4-dichlorophenyl)amino]-5,6,7,8-tetrahydrothieno[2,3-b:5,4-c′]dipyridine-3-carbonitrile from Example 88A (80 mg, 0.21 mmol), DIPEA (28 mg, 0.21 mmol) and EDCI (41 mg, 0.21 mmol) were added. The reaction mixture was stirred at rt overnight. Then, water was added, and the... Yields the product CC(N)c1cccc(CO)n1. RXN SMILES: [C:15].[CH3:13][OH:14].[OH:1][CH2:2][c:3]1[cH:4][cH:5][cH:6][c:7]([C:9]([CH3:10])=[N:11][OH:12])[n:8]1.[Pd:16]>>[OH:1][CH2:2][c:3]1[cH:4][cH:5][cH:6][c:7]([CH:9]([CH3:10])[NH2:11])[n:8]1. Starting materials: C, CO, CC(=NO)c1cccc(CO)n1, [Pd]. Starting materials: Br, CC(=O)O, COC(=O)N1CCC(c2cc(=O)[nH]o2)CC1c1ccc(F)cc1Cl. Yields the product O=c1cc(C2CCNC(c3ccc(F)cc3Cl)C2)o[nH]1. RXN SMILES: [BrH:29].[CH3:25][C:26](=[O:27])[OH:28].[Cl:1][c:2]1[c:3]([CH:9]2[N:10]([C:21]([O:22][CH3:23])=[O:24])[CH2:11][CH2:12][CH:13]([c:15]3[cH:16][c:17](=[O:20])[nH:18][o:19]3)[CH2:14]2)[cH:4][cH:5][c:6]([F:8])[cH:7]1>>[Cl:1][c:2]1[c:3]([CH:9]2[NH:10][CH2:11][CH2:12][CH:13]([c:15]3[cH:16][c:17](=[O:20])[nH:18][o:19]3)[CH2:14]2)[cH:4][cH:5][c:6]([F:8])[cH:7]1.